From a dataset of the Open Reaction Database (ORD), a public repository of structured organic reaction records. describe an organic reaction: reactants, conditions, products, and yield Starting materials: aqueous solution, [OH-].[Na+] (sodium hydroxide), C1(=CC=CC=C1)CC1COCC(N1)=O ((±)-5-(Phenylmethyl)-3-morpholinone), Cl (hydrochloric acid), C(C1=CC=CC=C1)OC(=O)Cl (benzylchloroformate). Solvent: O (water). Reaction conditions: time 1 hour. Product: C1(=CC=CC=C1)CC(COCC(=O)O)NC(=O)OCC1=CC=CC=C1 (3-phenyl[-2-[[(phenylmethoxy]carbonyl]amino]propoxy]acetic acid). Reaction SMILES: [C:1]1([CH2:7][CH:8]2[NH:13][C:12](=[O:14])[CH2:11][O:10][CH2:9]2)[CH:6]=[CH:5][CH:4]=[CH:3][CH:2]=1.Cl.[CH2:16]([O:23][C:24](Cl)=[O:25])[C:17]1[CH:22]=[CH:21][CH:20]=[CH:19][CH:18]=1.[OH-:27].[Na+]>O>[C:1]1([CH2:7][CH:8]([NH:13][C:24]([O:23][CH2:16][C:17]2[CH:22]=[CH:21][CH:20]=[CH:19][CH:18]=2)=[O:25])[CH2:9][O:10][CH2:11][C:12]([OH:14])=[O:27])[CH:6]=[CH:5][CH:4]=[CH:3][CH:2]=1 |f:3.4|. Reported procedure: (±)-5-(Phenylmethyl)-3-morpholinone, (U.S. Pat. No. 3,265,688) 5 g 0.026 mol), is suspended in a solution of 50 ml of concentrated hydrochloric acid and 50 ml of water and refluxed for six hours, cooled to room temperature and extracted with 200 ml of dichloromethane. The aqueous layer is separated, evaporated in vacuo, the residue dissolved in 200 ml of water, and the pH adjusted with a 10% aqueous solution of sodium hydroxide to pH 10-10.5. The solution is cooled to 5° C. and 5.1 g (0.03 mol) ... The reactants are C(C1=CC=CC=C1)OC=1C=C2C(=C(C=NC2=CC1)[N+](=O)[O-])Cl (6-benzyloxy-4-chloro-3-nitroquinoline), O1CCC(CC1)CN (tetrahydro-2H-pyran-4-ylmethylamine). Product: C(C1=CC=CC=C1)OC=1C=C2C(=C(C=NC2=CC1)[N+](=O)[O-])NCC1CCOCC1 ((6-benzyloxy-3-nitroquinolin-4-yl)(tetrahydro-2H-pyran-4-ylmethyl)amine). RXN SMILES: [CH2:1]([O:8][C:9]1[CH:10]=[C:11]2[C:16](=[CH:17][CH:18]=1)[N:15]=[CH:14][C:13]([N+:19]([O-:21])=[O:20])=[C:12]2Cl)[C:2]1[CH:7]=[CH:6][CH:5]=[CH:4][CH:3]=1.[O:23]1[CH2:28][CH2:27][CH:26]([CH2:29][NH2:30])[CH2:25][CH2:24]1>>[CH2:1]([O:8][C:9]1[CH:10]=[C:11]2[C:16](=[CH:17][CH:18]=1)[N:15]=[CH:14][C:13]([N+:19]([O-:21])=[O:20])=[C:12]2[NH:30][CH2:29][CH:26]1[CH2:27][CH2:28][O:23][CH2:24][CH2:25]1)[C:2]1[CH:7]=[CH:6][CH:5]=[CH:4][CH:3]=1. Procedure: The method described in Part E of Example 1 can be used to treat 7-benzyloxy-4-chloro-3-nitroquinoline with tetrahydro-2H-pyran-4-ylmethylamine to provide (7-benzyloxy-3-nitroquinolin-4-yl)(tetrahydro-2H-pyran-4-ylmethyl)amine. The same method can be used to treat 6-benzyloxy-4-chloro-3-nitroquinoline with tetrahydro-2H-pyran-4-ylmethylamine to provide (6-benzyloxy-3-nitroquinolin-4-yl)(tetrahydro-2H-pyran-4-ylmethyl)amine.